From a dataset of the Open Reaction Database (ORD), a public repository of structured organic reaction records. describe an organic reaction: reactants, conditions, products, and yield Reactants: N[C@@H](C)C(=O)N(CC(=O)O)C1CC2=CC=CC=C2C1 (L-Alanyl-N-(indan-2-yl)glycine), C1(=CC=CC=C1)CC(C(=O)O)=O (phenylpyruvic acid), C(#N)[BH3-].[Na+] (Sodium cyanoborohydride). Run in [OH-].[K+] (potassium hydroxide). Reaction conditions: time 8 hour. The product is C(=O)(O)C(CC1=CC=CC=C1)N[C@@H](C)C(=O)N(CC(=O)O)C1CC2=CC=CC=C2C1 (N-(1-carboxy-2-phenylethyl)-L-alanyl-N-(indan-2-yl)glycine). Yield: 19.2%. Reaction SMILES: [NH2:1][C@H:2]([C:4]([N:6]([CH:11]1[CH2:19][C:18]2[C:13](=[CH:14][CH:15]=[CH:16][CH:17]=2)[CH2:12]1)[CH2:7][C:8]([OH:10])=[O:9])=[O:5])[CH3:3].[C:20]1([CH2:26][C:27](=O)[C:28]([OH:30])=[O:29])[CH:25]=[CH:24][CH:23]=[CH:22][CH:21]=1.C([BH3-])#N.[Na+]>[OH-].[K+]>[C:28]([CH:27]([NH:1][C@H:2]([C:4]([N:6]([CH:11]1[CH2:19][C:18]2[C:13](=[CH:14][CH:15]=[CH:16][CH:17]=2)[CH2:12]1)[CH2:7][C:8]([OH:10])=[O:9])=[O:5])[CH3:3])[CH2:26][C:20]1[CH:25]=[CH:24][CH:23]=[CH:22][CH:21]=1)([OH:30])=[O:29] |f:2.3,4.5|. Procedure: L-Alanyl-N-(indan-2-yl)glycine (1.0 g) and 6.0 g of phenylpyruvic acid are dissolved in 50 ml of 70% aqueous potassium hydroxide. Sodium cyanoborohydride (1.0 g) is added to this solution. After allowing the mixture to stand at room temperature overnight, the solvent is distilled off under reduced pressure, the residue is dissolved in 2 ml of water, made absorbed on a Dowex 50 (H+) [trade name of ion-exchange resin] column and eluted with 2% pyridine. The solvent is distilled off under reduced p...